Dataset: the Open Reaction Database (ORD), a public repository of structured organic reaction records. Task: describe an organic reaction: reactants, conditions, products, and yield The product is CC(O)c1ccc(N)c(S(N)(=O)=O)c1. As a reaction SMILES: [BH4-:15].[C:1]([CH3:2])(=[O:3])[c:4]1[cH:5][cH:6][c:7]([NH2:14])[c:8]([S:10](=[O:11])(=[O:12])[NH2:13])[cH:9]1.[CH3:17][CH2:18][OH:19].[Na+:16]>>[CH:1]([CH3:2])([OH:3])[c:4]1[cH:5][cH:6][c:7]([NH2:14])[c:8]([S:10](=[O:11])(=[O:12])[NH2:13])[cH:9]1. Reactants: [BH4-], CC(=O)c1ccc(N)c(S(N)(=O)=O)c1, CCO, [Na+]. As a reaction SMILES: [C:1]([O:5][C:6]([N:8]1[CH2:16][CH:15]2[CH:10]([CH2:11][CH:12]([CH2:18][O:19][S:20]([C:23]3[CH:29]=[CH:28][C:26]([CH3:27])=[CH:25][CH:24]=3)(=[O:22])=[O:21])[CH2:13][C:14]2=[O:17])[CH2:9]1)=[O:7])([CH3:4])([CH3:3])[CH3:2].[CH3:30][O:31][C:32]1[CH:37]=[CH:36][CH:35]=[CH:34][C:33]=1[Mg]Br.[Cl-].[NH4+]>O1CCCC1>[CH3:30][O:31][C:32]1[CH:37]=[CH:36][CH:35]=[CH:34][C:33]=1[C:14]1([OH:17])[CH2:13][CH:12]([CH2:18][O:19][S:20]([C:23]2[CH:24]=[CH:25][C:26]([CH3:27])=[CH:28][CH:29]=2)(=[O:22])=[O:21])[CH2:11][CH:10]2[CH:15]1[CH2:16][N:8]([C:6]([O:5][C:1]([CH3:4])([CH3:2])[CH3:3])=[O:7])[CH2:9]2 |f:2.3|. The solvent is O1CCCC1 (tetrahydrofuran), O1CCCC1 (tetrahydrofuran). The product is COC1=C(C=CC=C1)C1(C2CN(CC2CC(C1)COS(=O)(=O)C1=CC=C(C)C=C1)C(=O)OC(C)(C)C)O ((3aRS,4RS,6SR,7aSR)-4-(2-methoxyphenyl)-2-tert-butyloxycarbonyl-6-tosyloxymethylperhydroisoindol-4-ol). Reactants: COC1=C(C=CC=C1)[Mg]Br (2-methoxyphenylmagnesiumbromide), C(C)(C)(C)OC(=O)N1CC2CC(CC(C2C1)=O)COS(=O)(=O)C1=CC=C(C)C=C1 ((3aRS,6SR,7aSR)-2-tert-butyloxycarbonyl-6-tosyloxymethylperhydroisoindol-4-one), [Cl-].[NH4+] (ammonium chloride). Procedure details: A solution of 12.07 g .of (3aRS,6SR,7aSR)-2-tert-butyloxycarbonyl-6-tosyloxymethylperhydroisoindol-4-one in 50 cm3 of anhydrous tetrahydrofuran is run over a period of 15 minutes into a suspension, cooled to +5° C., of 2-methoxyphenylmagnesiumbromide (prepared from 6.4 cm3 of 2-bromoanisole and 1.24 g of magnesium) in 200 cm3 of anhydrous tetrahydrofuran. The reaction mixture is stirred at 20° C. for one hour, cooled to +5° C., treated with 250 cm3 of saturated aqueous ammonium chloride solution... Reaction conditions: temperature 20 celsius, time 1 hour. Reactants: CN(C)C=O, CC(C)(C)OC(=O)N1CCC(OS(C)(=O)=O)C1, [N-]=[N+]=[N-], [Na+], O. Yields the product CC(C)(C)OC(=O)N1CCC(N)C1. RXN SMILES: [CH3:22][N:23]([CH3:24])[CH:25]=[O:26].[CH3:5][S:6]([O:7][CH:10]1[CH2:11][N:12]([C:15](=[O:16])[O:17][C:18]([CH3:19])([CH3:20])[CH3:21])[CH2:13][CH2:14]1)(=[O:8])=[O:9].[N-:2]=[N+:3]=[N-:4].[Na+:1].[OH2:27]>>[NH2:2][CH:10]1[CH2:11][N:12]([C:15](=[O:16])[O:17][C:18]([CH3:19])([CH3:20])[CH3:21])[CH2:13][CH2:14]1. The reactants are C=CCOC(=O)C(C(N)C(=O)OC(C)(C)C)C(O)c1nc2c(F)cc(Cl)cc2o1, Fc1cc(Cl)cc2ocnc12, Fc1cc(F)c2ncoc2c1. Yields the product C=CCOC(=O)C(C(N)C(=O)OC(C)(C)C)C(O)c1nc2c(F)cc(F)cc2o1. Reaction SMILES: [C:1]([CH3:2])([CH3:3])([CH3:4])[O:5][C:6]([CH:7]([CH:8]([CH:9]([OH:10])[c:11]1[o:12][c:13]2[c:14]([n:15]1)[c:16]([F:21])[cH:17][c:18]([Cl:20])[cH:19]2)[C:22](=[O:23])[O:24][CH2:25][CH:26]=[CH2:27])[NH2:28])=[O:29].[Cl:30][c:31]1[cH:32][c:33]([F:40])[c:34]2[n:35][cH:36][o:37][c:38]2[cH:39]1.[F:41][c:42]1[c:43]2[n:44][cH:45][o:46][c:47]2[cH:48][c:49]([F:50])[cH:51]1>>[C:1]([CH3:2])([CH3:3])([CH3:4])[O:5][C:6]([CH:7]([CH:8]([CH:9]([OH:10])[c:11]1[o:12][c:13]2[c:14]([n:15]1)[c:16]([F:21])[cH:17][c:18]([F:40])[cH:19]2)[C:22](=[O:23])[O:24][CH2:25][CH:26]=[CH2:27])[NH2:28])=[O:29]. Yields the product CC(Oc1c([N+](=O)[O-])ncc2ccoc12)c1c(Cl)ccc(F)c1Cl. Starting materials: O=C([O-])[O-], CCOC(C)=O, CC(OS(C)(=O)=O)c1c(Cl)ccc(F)c1Cl, [K+], [K+], O=[N+]([O-])c1ncc2ccoc2c1O, CN(C)C=O, O. As a reaction SMILES: [C:30](=[O:31])([O-:32])[O-:33].[CH3:42][CH2:43][O:44][C:45]([CH3:46])=[O:47].[Cl:1][c:2]1[c:3]([CH:10]([CH3:11])[O:12][S:13]([CH3:14])(=[O:15])=[O:16])[c:4]([Cl:9])[cH:5][cH:6][c:7]1[F:8].[K+:34].[K+:35].[N+:17](=[O:18])([O-:19])[c:20]1[c:21]([OH:29])[c:22]2[c:23]([cH:24][n:25]1)[cH:26][cH:27][o:28]2.[O:37]=[CH:38][N:39]([CH3:40])[CH3:41].[OH2:36]>>[Cl:1][c:2]1[c:3]([CH:10]([CH3:11])[O:12][c:21]2[c:20]([N+:17](=[O:18])[O-:19])[n:25][cH:24][c:23]3[c:22]2[o:28][cH:27][cH:26]3)[c:4]([Cl:9])[cH:5][cH:6][c:7]1[F:8].